Dataset: the Open Reaction Database (ORD), a public repository of structured organic reaction records. Task: describe an organic reaction: reactants, conditions, products, and yield Reactants: CN(C1=NN2C(N=C(C(=C2)C2=CC=CC=C2)C2=CC=C(C=O)C=C2)=N1)C (4-[2-(dimethylamino)-6-phenyl[1,2,4]triazolo[1,5-a]pyrimidin-5-yl]benzaldehyde), [BH-](OC(=O)C)(OC(=O)C)OC(=O)C.[Na+] (NaBH(OAc)3), 2-(5-piperidin-4H[1,2,4]triazol-3-yl)-pyridine, N(N)C(=O)C1CCN(CC1)C(=O)OC(C)(C)C (tert-butyl 4-(hydrazinocarbonyl)piperidine-1-carboxylate), N1=C(C=CC=C1)C#N (pyridine-2-carbonitrile), [BH-](OC(=O)C)(OC(=O)C)OC(=O)C.[Na+] (NaBH(OAc)3). Solvent: CN(C)C=O (DMF), C(C)(=O)O (acetic acid), C(C)N(CC)CC (triethylamine), CO (methanol). Product: CN(C1=NN2C(N=C(C(=C2)C2=CC=CC=C2)C2=CC=C(C=C2)CN2CCC(CC2)C2=NNC(=N2)C2=NC=CC=C2)=N1)C (N,N-dimethyl-6-phenyl-5-(4-{[4-(5-pyridin-2-yl-1H-1,2,4-triazol-3-yl)piperidin-1-yl]methyl}phenyl)[1,2,4]triazolo[1,5-a]pyrimidin-2-amine). As a reaction SMILES: [NH:1]([C:3]([CH:5]1[CH2:10][CH2:9][N:8]([C:11](OC(C)(C)C)=O)[CH2:7][CH2:6]1)=O)[NH2:2].[N:18]1[CH:23]=[CH:22][CH:21]=[CH:20][C:19]=1[C:24]#[N:25].[CH3:26][N:27]([CH3:51])[C:28]1[N:50]=[C:31]2[N:32]=[C:33]([C:42]3[CH:49]=[CH:48][C:45](C=O)=[CH:44][CH:43]=3)[C:34]([C:36]3[CH:41]=[CH:40][CH:39]=[CH:38][CH:37]=3)=[CH:35][N:30]2[N:29]=1.[BH-](OC(C)=O)(OC(C)=O)OC(C)=O.[Na+]>CO.CN(C=O)C.C(O)(=O)C.C(N(CC)CC)C>[CH3:26][N:27]([CH3:51])[C:28]1[N:50]=[C:31]2[N:32]=[C:33]([C:42]3[CH:43]=[CH:44][C:45]([CH2:11][N:8]4[CH2:7][CH2:6][CH:5]([C:3]5[N:25]=[C:24]([C:19]6[CH:20]=[CH:21][CH:22]=[CH:23][N:18]=6)[NH:2][N:1]=5)[CH2:10][CH2:9]4)=[CH:48][CH:49]=3)[C:34]([C:36]3[CH:41]=[CH:40][CH:39]=[CH:38][CH:37]=3)=[CH:35][N:30]2[N:29]=1 |f:3.4|. Procedure details: 0.138 ml triethylamine are added to a solution of 207 mg 2-(5-piperidin-4H[1,2,4]triazol-3-yl)-pyridine*2HCl (prepared from tert-butyl 4-(hydrazinocarbonyl)piperidine-1-carboxylate and pyridine-2-carbonitrile according to a procedure described in U.S. Pat. No. 4,011,218 or WO2005100344) in 10 ml methanol. To this solution a solution of 196 mg 4-[2-(dimethylamino)-6-phenyl[1,2,4]triazolo[1,5-a]pyrimidin-5-yl]benzaldehyde in 10 ml DMF is added, followed by 0.09 ml glacial acetic acid and 242 mg Na... Yields the product OC(C(=O)N(C=1C(=C(CO)C(=C(C1I)NC(C(CO)O)=O)I)I)CC(CO)O)CO (N,N′-Bis(2,3-dihydroxypropionyl)-N-(2,3-dihydroxypropyl)-3,5-diamino-2,4,6-triiodobenzylalcohol). Reported procedure: N,N′-Bis(2,2-dimethyl-1,3-dioxolane-4-carbonyl)-3,5-diamino-2,4,6-triiodobenzylacetate (408 mg, 0.50 mmol) was dissolved in a mixture of dimethylacetamide (4 ml) and DMSO (4 ml) containing Cs2CO3 (1.80 g, 5.52 mmol) and 2,2-dimethyl-1,3-dioxolane-4-carboxylic acid chloride (2.0 ml). After stirring for 8 days, aqueous NaH2PO4 (100 ml) was added and the mixture was extracted with diethyl ether (2×150 ml). The combined organic phases were washed with water (6×100 ml), dried (Na2SO4) and evaporated.... The solvent is CC(=O)N(C)C (dimethylacetamide), CS(=O)C (DMSO). Starting materials: CC1(OCC(O1)C(=O)NC=1C(=C(CCC(=O)[O-])C(=C(C1I)NC(=O)C1OC(OC1)(C)C)I)I)C (N,N′-Bis(2,2-dimethyl-1,3-dioxolane-4-carbonyl)-3,5-diamino-2,4,6-triiodobenzylacetate), NaH2PO4, C(=O)([O-])[O-].[Cs+].[Cs+] (Cs2CO3), CC1(OCC(O1)C(=O)Cl)C (2,2-dimethyl-1,3-dioxolane-4-carboxylic acid chloride). Run at time 8 day. Reaction SMILES: CC1(C)[O:6][CH:5]([C:7]([NH:9][C:10]2[C:11]([I:33])=[C:12]([C:18]([I:32])=[C:19]([NH:22][C:23]([CH:25]3[CH2:29][O:28]C(C)(C)[O:26]3)=O)[C:20]=2[I:21])[CH2:13]CC([O-])=O)=[O:8])[CH2:4][O:3]1.C([O-])([O-])=[O:36].[Cs+].[Cs+].CC1(C)[O:46][CH:45]([C:47](Cl)=[O:48])[CH2:44][O:43]1>CC(N(C)C)=O.CS(C)=O>[OH:46][CH:45]([CH2:44][OH:43])[C:47]([N:22]([CH2:23][CH:25]([OH:26])[CH2:29][OH:28])[C:19]1[C:18]([I:32])=[C:12]([C:11]([I:33])=[C:10]([NH:9][C:7](=[O:8])[CH:5]([OH:6])[CH2:4][OH:3])[C:20]=1[I:21])[CH2:13][OH:36])=[O:48] |f:1.2.3|. Starting materials: COC(=O)Cc1ccc(OC2CCN(C(=O)OC(C)(C)C)CC2)cc1OCC(F)(F)C(F)(F)F, CO, [Na+], [OH-]. Yields the product CC(C)(C)OC(=O)N1CCC(Oc2ccc(CC(=O)O)c(OCC(F)(F)C(F)(F)F)c2)CC1. Reaction SMILES: [C:1]([CH3:2])([CH3:3])([CH3:4])[O:5][C:6](=[O:7])[N:8]1[CH2:9][CH2:10][CH:11]([O:14][c:15]2[cH:16][c:17]([O:26][CH2:27][C:28]([C:29]([F:30])([F:31])[F:32])([F:33])[F:34])[c:18]([CH2:21][C:22](=[O:23])[O:24][CH3:25])[cH:19][cH:20]2)[CH2:12][CH2:13]1.[CH3:37][OH:38].[Na+:36].[OH-:35]>>[C:1]([CH3:2])([CH3:3])([CH3:4])[O:5][C:6](=[O:7])[N:8]1[CH2:9][CH2:10][CH:11]([O:14][c:15]2[cH:16][c:17]([O:26][CH2:27][C:28]([C:29]([F:30])([F:31])[F:32])([F:33])[F:34])[c:18]([CH2:21][C:22](=[O:23])[OH:24])[cH:19][cH:20]2)[CH2:12][CH2:13]1. The reactants are ClC=1C2=C(SC1C(=O)N1CCOCC1)C=C(C(=C2)O)O ((3-Chloro-5,6-dihydroxy-benzo[b]thiophen-2-yl)-morpholin-4-yl-methanone), [N+](=O)([O-])[O-].[K+] (potassium nitrate), ice water. Solvent: CS(=O)(=O)O (methanesulfonic acid). Reaction conditions: time 15 minute. Yields the product ClC=1C2=C(SC1C(=O)N1CCOCC1)C=C(C(=C2[N+](=O)[O-])O)O ((3-Chloro-5,6-dihydroxy-4-nitro-benzo[b]thiophen-2-yl)-morpholin-4-yl-methanone). Reaction SMILES: [Cl:1][C:2]1[C:3]2[CH:18]=[C:17]([OH:19])[C:16]([OH:20])=[CH:15][C:4]=2[S:5][C:6]=1[C:7]([N:9]1[CH2:14][CH2:13][O:12][CH2:11][CH2:10]1)=[O:8].[N+:21]([O-])([O-:23])=[O:22].[K+]>CS(O)(=O)=O>[Cl:1][C:2]1[C:3]2[C:18]([N+:21]([O-:23])=[O:22])=[C:17]([OH:19])[C:16]([OH:20])=[CH:15][C:4]=2[S:5][C:6]=1[C:7]([N:9]1[CH2:10][CH2:11][O:12][CH2:13][CH2:14]1)=[O:8] |f:1.2|. Procedure details: (3-Chloro-5,6-dihydroxy-benzo[b]thiophen-2-yl)-morpholin-4-yl-methanone (2.0 g) from Example 28 was slurried in methanesulfonic acid (40 ml) and then potassium nitrate (0.64 g) was gradually added. The reaction mixture was stirred at room temperature and after 15 min it was poured into ice water (100 ml). The solid was filtered, washed with water (50 ml) and dried in vacuum. The resultant solid was dissolved in DMF (6.2 ml) and then ethanol (18.4 ml) was added. The product was filtered and washe... The reactants are CCC(C)(NC(=O)OC(C)(C)C)C(=O)O, CC(C)CC(N)C(=O)NC1Cc2cccc(N3CCCC3=O)c2N(Cc2ccsc2)C1=O. The product is CCC(C)(NC(=O)OC(C)(C)C)C(=O)NC(CC(C)C)C(=O)NC1Cc2cccc(N3CCCC3=O)c2N(Cc2ccsc2)C1=O. RXN SMILES: [C:33]([CH3:34])([CH3:35])([CH3:36])[O:37][C:38](=[O:39])[NH:40][C:41]([C:42](=[O:43])[OH:44])([CH2:45][CH3:46])[CH3:47].[NH2:1][CH:2]([C:3](=[O:4])[NH:5][CH:6]1[C:7](=[O:28])[N:8]([CH2:22][c:23]2[cH:24][s:25][cH:26][cH:27]2)[c:9]2[c:10]([N:16]3[C:17](=[O:21])[CH2:18][CH2:19][CH2:20]3)[cH:11][cH:12][cH:13][c:14]2[CH2:15]1)[CH2:29][CH:30]([CH3:31])[CH3:32]>>[NH:1]([CH:2]([C:3](=[O:4])[NH:5][CH:6]1[C:7](=[O:28])[N:8]([CH2:22][c:23]2[cH:24][s:25][cH:26][cH:27]2)[c:9]2[c:10]([N:16]3[C:17](=[O:21])[CH2:18][CH2:19][CH2:20]3)[cH:11][cH:12][cH:13][c:14]2[CH2:15]1)[CH2:29][CH:30]([CH3:31])[CH3:32])[C:42]([C:41]([NH:40][C:38]([O:37][C:33]([CH3:34])([CH3:35])[CH3:36])=[O:39])([CH2:45][CH3:46])[CH3:47])=[O:43]. Conditions: time 8 hour. Yield: 32.0%. Procedure details: A solution of 3-pyrimidin-2-yl-3,8-diaza-bicyclo[3.2.1]octane-8-carboxylic acid tert-butyl ester (64 mg, 0.22 mmol) in HCl/dioxane was stirred for 5 hours at room temperature. The resulting solution was concentrated, and the residue was dissolved in CH2Cl2 (5 mL) and added to a solution of 3′-trifluoromethyl-biphenyl-4-carboxylic acid (117 mg, 0.44 mmol), EDC (85 mg, 0.44 mmol), HOBt (60 mg, 0.44 mol) and TEA (0.1 mL, 0.71 mmol). After stirring overnight, the mixture was treated with EtOAc (50 m... Product: C(C)(C)(C)C=1C=C(C=CC1)C1=CC=C(C=C1)C(=O)N1C2CN(CC1CC2)C2=NC=CC=N2 ((3′-tert-Butyl-biphenyl-4-yl)-(3-Pyrimidin-2-yl-3,8-diaza-bicyclo[3.2.1]oct-8-yl)-methanone). Reaction SMILES: C(O[C:6]([N:8]1[CH:13]2[CH2:14][CH2:15][CH:9]1[CH2:10][N:11]([C:16]1[N:21]=[CH:20][CH:19]=[CH:18][N:17]=1)[CH2:12]2)=[O:7])(C)(C)C.FC(F)(F)C1[CH:25]=[C:26]([C:30]2[CH:35]=[CH:34][C:33](C(O)=O)=[CH:32][CH:31]=2)[CH:27]=CC=1.[CH2:41](Cl)[CH2:42]Cl.[CH:45]1[CH:46]=CC2N(O)N=N[C:49]=2[CH:50]=1.Cl.O1CCOC[CH2:57]1>O.CCOC(C)=O>[C:26]([C:30]1[CH:31]=[C:32]([C:42]2[CH:41]=[CH:49][C:50]([C:6]([N:8]3[CH:9]4[CH2:15][CH2:14][CH:13]3[CH2:12][N:11]([C:16]3[N:17]=[CH:18][CH:19]=[CH:20][N:21]=3)[CH2:10]4)=[O:7])=[CH:45][CH:46]=2)[CH:33]=[CH:34][CH:35]=1)([CH3:25])([CH3:27])[CH3:57] |f:4.5|. The reactants are FC(C=1C=C(C=CC1)C1=CC=C(C=C1)C(=O)O)(F)F (3′-trifluoromethyl-biphenyl-4-carboxylic acid), C(CCl)Cl (EDC), C=1C=CC2=C(C1)N=NN2O (HOBt), TEA, C(C)(C)(C)OC(=O)N1C2CN(CC1CC2)C2=NC=CC=N2 (3-pyrimidin-2-yl-3,8-diaza-bicyclo[3.2.1]octane-8-carboxylic acid tert-butyl ester), Cl.O1CCOCC1 (HCl dioxane). Solvent: O (water), CCOC(=O)C (EtOAc). The reactants are CNC(=C[N+](=O)[O-])NCCSCc1ccc(CN(C)C)o1, [Cl-], [H+], [Na], O. Yields the product CNC(=C[N+](=O)[O-])NCCSCc1ccc(CN(C)C)o1. As a reaction SMILES: [CH3:3][NH:4][C:5]([NH:6][CH2:7][CH2:8][S:9][CH2:10][c:11]1[cH:12][cH:13][c:14]([CH2:15][N:16]([CH3:17])[CH3:18])[o:19]1)=[CH:20][N+:21]([O-:22])=[O:23].[Cl-:2].[H+:1].[Na:24].[OH2:25]>>[CH3:3][NH:4][C:5]([NH:6][CH2:7][CH2:8][S:9][CH2:10][c:11]1[cH:12][cH:13][c:14]([CH2:15][N:16]([CH3:17])[CH3:18])[o:19]1)=[CH:20][N+:21](=[O:22])[O-:23]. Reactants: BrCCCCC(=O)Cl (5-bromovaleric acid chloride), C1(CC1)C(=O)N (cyclopropanecarboxamide), N1=CC=CC=C1 (pyridine). The solvent is COCCOC (1,2-dimethoxyethane). Procedure details: A solution of 7.96 g. of 5-bromovaleric acid chloride, 3.40 g. of cyclopropanecarboxamide, 3.16 g. of pyridine, and 20 ml. of 1,2-dimethoxyethane was heated to reflux under nitrogen for 1.5 hours, then was concentrated by rotary evaporation. The resultant semi-solid was triturated with methylene chloride (2X). The combined methylene chloride layers were washed with saturated brine, were dried (anhydrous magnesium sulfate), were treated with activated charcoal, and were filtered. The filtrate was... Yields the product C1(CC1)C(=O)NC(CCCCBr)=O (N-cyclopropanecarbonyl-5-bromovaleramide). RXN SMILES: [Br:1][CH2:2][CH2:3][CH2:4][CH2:5][C:6](Cl)=[O:7].[CH:9]1([C:12]([NH2:14])=[O:13])[CH2:11][CH2:10]1.N1C=CC=CC=1>COCCOC>[CH:9]1([C:12]([NH:14][C:6](=[O:7])[CH2:5][CH2:4][CH2:3][CH2:2][Br:1])=[O:13])[CH2:11][CH2:10]1. The yield is 40.0%.